From a dataset of the Open Reaction Database (ORD), a public repository of structured organic reaction records. describe an organic reaction: reactants, conditions, products, and yield The reactants are O (water), O(C1=CC=CC=C1)C(CN)C (2-Phenoxypropylamine), C1(=CC=CC=C1)CC(=O)Cl (phenylacetyl chloride), C([O-])([O-])=O.[Na+].[Na+] (sodium carbonate). Solvent: C1=CC=CC=C1 (benzene). The product is O(C1=CC=CC=C1)C(CNC(CC1=CC=CC=C1)=O)C (N-(2-phenoxypropyl) phenylacetamide). Reaction SMILES: [O:1]([CH:8]([CH3:11])[CH2:9][NH2:10])[C:2]1[CH:7]=[CH:6][CH:5]=[CH:4][CH:3]=1.[C:12]1([CH2:18][C:19](Cl)=[O:20])[CH:17]=[CH:16][CH:15]=[CH:14][CH:13]=1.C(=O)([O-])[O-].[Na+].[Na+].O>C1C=CC=CC=1>[O:1]([CH:8]([CH3:11])[CH2:9][NH:10][C:19](=[O:20])[CH2:18][C:12]1[CH:17]=[CH:16][CH:15]=[CH:14][CH:13]=1)[C:2]1[CH:7]=[CH:6][CH:5]=[CH:4][CH:3]=1 |f:2.3.4|. Procedure: 2-Phenoxypropylamine (4.6 g.) was added to a mixture of phenylacetyl chloride (4.6 g.) and anhydrous sodium carbonate (3.3 g.) in dry benzene (20 ml.); there was an exothermic reaction and effervescence. The mixture was heated to reflux for 1 hour, cooled, treated with water, and then shaken. The benzene layer was separated, dried over anhydrous sodium sulphate, filtered, and diluted with light petroleum (b.p. 60°-80°) to give pure N-(2-phenoxypropyl) phenylacetamide, m.p. 94°-96°.